From a dataset of the Open Reaction Database (ORD), a public repository of structured organic reaction records. describe an organic reaction: reactants, conditions, products, and yield Starting materials: CC(Cl)OC(=O)Cl, CC(Cl)Cl, CN1CCc2ccc(F)c3c4c(n(c23)CC1)CCCC4. Yields the product Fc1ccc2c3c1c1c(n3CCNCC2)CCCC1. As a reaction SMILES: [Cl:21][C:22]([O:23][CH:24]([Cl:25])[CH3:26])=[O:27].[Cl:28][CH:29]([Cl:30])[CH3:31].[F:1][c:2]1[c:3]2[c:4]3[c:9]([n:10]4[c:11]2[c:12]([cH:13][cH:14]1)[CH2:15][CH2:16][N:17]([CH3:20])[CH2:18][CH2:19]4)[CH2:8][CH2:7][CH2:6][CH2:5]3>>[F:1][c:2]1[c:3]2[c:4]3[c:9]([n:10]4[c:11]2[c:12]([cH:13][cH:14]1)[CH2:15][CH2:16][NH:17][CH2:18][CH2:19]4)[CH2:8][CH2:7][CH2:6][CH2:5]3. The reactants are CC(=O)[O-], CCO, Cl, NO, [Na+], O=C(O)Cc1ccc(CC2CCCCC2=O)cc1. Yields the product O=C(O)Cc1ccc(CC2CCCCC2=NO)cc1. Reaction SMILES: [CH3:23][C:24](=[O:25])[O-:26].[CH3:27][CH2:28][OH:29].[ClH:19].[NH2:20][OH:21].[Na+:22].[O:1]=[C:2]1[CH:3]([CH2:8][c:9]2[cH:10][cH:11][c:12]([CH2:15][C:16](=[O:17])[OH:18])[cH:13][cH:14]2)[CH2:4][CH2:5][CH2:6][CH2:7]1>>[C:2]1(=[N:20][OH:21])[CH:3]([CH2:8][c:9]2[cH:10][cH:11][c:12]([CH2:15][C:16](=[O:17])[OH:18])[cH:13][cH:14]2)[CH2:4][CH2:5][CH2:6][CH2:7]1. Starting materials: ClC1=NC=CC(=C1)C1=CN=C2N1C=C(C=C2)NC2CC(CCC2)O ((1SR,3SR)-3-[3-(2-Chloro-pyridin-4-yl)-imidazo[1,2-a]pyridin-6-ylamino)-cyclohexanol), ClC1=NC=CC(=C1)C1=CN=C2N1C=C(C=C2)NC2CC(CCC2)O ((1SR,3SR)-3-[3-(2-Chloro-pyridin-4-yl)-imidazo[1,2-a]pyridin-6-ylamino)-cyclohexanol), C1(=CCCC1)B(O)O (Cyclopent-1-enyl boronic acid). Product: C1(=CCCC1)C1=NC=CC(=C1)C1=CN=C2N1C=C(C=C2)NC2CC(CCC2)O ((1SR,3SR)-3-[3-(2-Cyclopent-1-enyl-pyridin-4-yl)-imidazo[1,2-a]pyridin-6-ylamino)-cyclohexanol). As a reaction SMILES: Cl[C:2]1[CH:7]=[C:6]([C:8]2[N:12]3[CH:13]=[C:14]([NH:17][CH:18]4[CH2:23][CH2:22][CH2:21][CH:20]([OH:24])[CH2:19]4)[CH:15]=[CH:16][C:11]3=[N:10][CH:9]=2)[CH:5]=[CH:4][N:3]=1.[C:25]1(B(O)O)[CH2:29][CH2:28][CH2:27][CH:26]=1>>[C:25]1([C:2]2[CH:7]=[C:6]([C:8]3[N:12]4[CH:13]=[C:14]([NH:17][CH:18]5[CH2:23][CH2:22][CH2:21][CH:20]([OH:24])[CH2:19]5)[CH:15]=[CH:16][C:11]4=[N:10][CH:9]=3)[CH:5]=[CH:4][N:3]=2)[CH2:29][CH2:28][CH2:27][CH:26]=1. Procedure details: The title compound is prepared from (1SR,3SR)-3-[3-(2-Chloro-pyridin-4-yl)-imidazo[1,2-a]pyridin-6-ylamino)-cyclohexanol (Intermediate Q) and Cyclopent-1-enyl boronic acid using a procedure analogous to that described in Example 2.3. Reactants: OCCC=1C=CC2=C(N(CCN2C)C(=O)OC(C)(C)C)N1 (tert-butyl 6-(2-hydroxyethyl)-1-methyl-2,3-dihydropyrido[2,3-b]pyrazine-4(1H)-carboxylate), C1(=CC=CC=C1)P(C1=CC=CC=C1)C1=CC=CC=C1 (triphenylphosphine), N1C=NC=C1 (imidazole), II (Iodine). Solvent: CCOCC (ether), CC#N (CH3CN), CCOCC (ether). Conditions: temperature 0 celsius, time 2 hour. Product: ICCC=1C=CC2=C(N(CCN2C)C(=O)OC(C)(C)C)N1 (Tert-butyl 6-(2-iodoethyl)-1-methyl-2,3-dihydropyrido[2.3-b]pyrazine-4(1H)-carboxylate). The yield is 85.7%. Reaction SMILES: O[CH2:2][CH2:3][C:4]1[CH:5]=[CH:6][C:7]2[N:12]([CH3:13])[CH2:11][CH2:10][N:9]([C:14]([O:16][C:17]([CH3:20])([CH3:19])[CH3:18])=[O:15])[C:8]=2[N:21]=1.C1(P(C2C=CC=CC=2)C2C=CC=CC=2)C=CC=CC=1.N1C=CN=C1.[I:46]I>CCOCC.CC#N>[I:46][CH2:2][CH2:3][C:4]1[CH:5]=[CH:6][C:7]2[N:12]([CH3:13])[CH2:11][CH2:10][N:9]([C:14]([O:16][C:17]([CH3:20])([CH3:19])[CH3:18])=[O:15])[C:8]=2[N:21]=1. Procedure details: The mixture of tert-butyl 6-(2-hydroxyethyl)-1-methyl-2,3-dihydropyrido[2,3-b]pyrazine-4(1H)-carboxylate (5.6 g, 19.09 mmol), triphenylphosphine (6.51 g, 24.82 mmol), imidazole (1.82 g, 26.72 mmol), and a mixture of CH3CN and dry ether (1:1) was cooled to 0° C. Iodine (6.78 g, 26.72 mmol) was slowly added. The resulting mixture was stirred for 2 hour and then ether (150 mL) was added, washed successively with saturated aqueous Na2S2O3 and brine, dried over Na2SO4 and concentrated under reduced p... Reactants: Cc1nc(-c2ccn(CCOS(C)(=O)=O)n2)sc1C(=O)NCc1cccnc1, Nc1ccc(F)cc1. The product is Cc1nc(-c2ccn(CCNc3ccc(F)cc3)n2)sc1C(=O)NCc1cccnc1. As a reaction SMILES: [CH3:1][c:2]1[n:3][c:4](-[c:17]2[n:18][n:19]([CH2:22][CH2:23][O:24][S:25]([CH3:26])(=[O:27])=[O:28])[cH:20][cH:21]2)[s:5][c:6]1[C:7]([NH:8][CH2:9][c:10]1[cH:11][n:12][cH:13][cH:14][cH:15]1)=[O:16].[F:29][c:30]1[cH:31][cH:32][c:33]([NH2:36])[cH:34][cH:35]1>>[CH3:1][c:2]1[n:3][c:4](-[c:17]2[n:18][n:19]([CH2:22][CH2:23][NH:36][c:33]3[cH:32][cH:31][c:30]([F:29])[cH:35][cH:34]3)[cH:20][cH:21]2)[s:5][c:6]1[C:7]([NH:8][CH2:9][c:10]1[cH:11][n:12][cH:13][cH:14][cH:15]1)=[O:16]. Reactants: O=C([O-])[O-], CN(C)C=O, [K+], [K+], Nc1nnc(S)s1, Nc1nc(C(=NOC(c2ccccc2)(c2ccccc2)c2ccccc2)C(=O)NC2C(=O)N3C(C(=O)OC(c4ccccc4)c4ccccc4)=C(Cl)CCC23)c(Cl)s1. Reaction SMILES: [C:8](=[O:9])([O-:10])[O-:11].[CH3:72][N:73]([CH3:74])[CH:75]=[O:76].[K+:12].[K+:13].[NH2:1][c:2]1[n:3][n:4][c:5]([SH:7])[s:6]1.[c:14]1([CH:20]([c:21]2[cH:22][cH:23][cH:24][cH:25][cH:26]2)[O:27][C:28](=[O:29])[C:30]2=[C:37]([Cl:38])[CH2:36][CH2:35][CH:34]3[N:31]2[C:32](=[O:71])[CH:33]3[NH:39][C:40]([C:41](=[N:42][O:43][C:44]([c:45]2[cH:46][cH:47][cH:48][cH:49][cH:50]2)([c:51]2[cH:52][cH:53][cH:54][cH:55][cH:56]2)[c:57]2[cH:58][cH:59][cH:60][cH:61][cH:62]2)[c:63]2[n:64][c:65]([NH2:69])[s:66][c:67]2[Cl:68])=[O:70])[cH:15][cH:16][cH:17][cH:18][cH:19]1>>[NH2:1][c:2]1[n:3][n:4][c:5]([S:7][C:37]2=[C:30]([C:28]([O:27][CH:20]([c:14]3[cH:15][cH:16][cH:17][cH:18][cH:19]3)[c:21]3[cH:22][cH:23][cH:24][cH:25][cH:26]3)=[O:29])[N:31]3[C:32](=[O:71])[CH:33]([NH:39][C:40]([C:41](=[N:42][O:43][C:44]([c:45]4[cH:46][cH:47][cH:48][cH:49][cH:50]4)([c:51]4[cH:52][cH:53][cH:54][cH:55][cH:56]4)[c:57]4[cH:58][cH:59][cH:60][cH:61][cH:62]4)[c:63]4[n:64][c:65]([NH2:69])[s:66][c:67]4[Cl:68])=[O:70])[CH:34]3[CH2:35][CH2:36]2)[s:6]1. Yields the product Nc1nnc(SC2=C(C(=O)OC(c3ccccc3)c3ccccc3)N3C(=O)C(NC(=O)C(=NOC(c4ccccc4)(c4ccccc4)c4ccccc4)c4nc(N)sc4Cl)C3CC2)s1. Starting materials: [Li].COC=1C=C(C=NC1)C(=CC(C(=O)OCC)=O)[O-] (Lithium 1-(5-methoxypyridin-3-yl)-4-ethoxy-3,4-dioxobut-1-en-1-olate), ClC=1C=C(C=C(C1)F)C1=CC(=NN1C1=NC=CC=C1)C(=O)O (5-(3-Chloro-5-fluorophenyl)-1-(pyridin-2-yl)-1H-pyrazole-3-carboxylic acid), Cl.ClC=1C=C(C=CC1F)NN (3-chloro-4-fluorophenylhydrazine hydrochloride). Yields the product ClC=1C=C(C=CC1F)N1N=C(C=C1C=1C=NC=C(C1)OC)C(=O)O (1-(3-Chloro-4-fluorophenyl)-5-(5-methoxypyridin-3-yl)-1H-pyrazole-3-carboxylic acid). RXN SMILES: [Li].[CH3:2][O:3][C:4]1[CH:5]=[C:6]([C:10]([O-])=[CH:11][C:12](=O)[C:13]([O:15]CC)=[O:14])[CH:7]=[N:8][CH:9]=1.ClC1C=C(C2N(C3C=CC=CN=3)N=C(C(O)=O)C=2)C=C(F)C=1.Cl.[Cl:43][C:44]1[CH:45]=[C:46]([NH:51][NH2:52])[CH:47]=[CH:48][C:49]=1[F:50]>>[Cl:43][C:44]1[CH:45]=[C:46]([N:51]2[C:10]([C:6]3[CH:7]=[N:8][CH:9]=[C:4]([O:3][CH3:2])[CH:5]=3)=[CH:11][C:12]([C:13]([OH:15])=[O:14])=[N:52]2)[CH:47]=[CH:48][C:49]=1[F:50] |f:0.1,3.4,^1:0|. Reported procedure: 600 mg (1.33 mmol) of the compound of Example 16A is reacted analogously to the synthesis of the compound of Example 20A with 288 mg (1.46 mmol) of 3-chloro-4-fluorophenylhydrazine hydrochloride. After hydrolysis, the entire reaction mixture is reduced to the dry state i. vac. 712 mg (37% purity, 57% of theory) of the title compound, which is used without further purification, is obtained.